Task: describe an organic reaction: reactants, conditions, products, and yield. Dataset: the Open Reaction Database (ORD), a public repository of structured organic reaction records The reactants are hydrochloride salt, C(C)OC(C(C[C@@H]1C=C[C@@H](C1)NC(=O)OC(C)(C)C)CSC(C)=O)=O (2-acetylsulfanylmethyl-3-(cis4-tert-butoxycarbonylamino-cyclopent-2-enyl)-propionic acid ethyl ester). The solvent is Cl (HCl). Yields the product N[C@H]1C=C[C@H](C1)CC(C(=O)O)CS (3-(Cis4-amino-cyclopent-2-enyl)-2-mercaptomethyl-propionic acid). As a reaction SMILES: C([O:3][C:4](=[O:25])[CH:5]([CH2:20][S:21]C(=O)C)[CH2:6][C@H:7]1[CH2:11][C@@H:10]([NH:12]C(OC(C)(C)C)=O)[CH:9]=[CH:8]1)C>Cl>[NH2:12][C@@H:10]1[CH2:11][C@H:7]([CH2:6][CH:5]([CH2:20][SH:21])[C:4]([OH:25])=[O:3])[CH:8]=[CH:9]1. Reported procedure: A solution of 2-acetylsulfanylmethyl-3-(cis4-tert-butoxycarbonylamino-cyclopent-2-enyl)-propionic acid ethyl ester (86 mg, 0.23 mmol) in concentrated HCl (5 mL) was refluxed under argon for 1 h. The reaction mixture was allowed to cool to room temperature and concentrated under reduced pressure to afford a diasteromeric mixture of the title compound as the hydrochloride salt (65 mg). Reactants: CSCCC1C(=O)N(Cc2ccccc2)CCN1C(=O)OC(C)(C)C, CC(C)CC1(C)C(=O)N(Cc2ccccc2)CCN1Cc1ccccc1. Yields the product CC(C)CC1(C)C(=O)NCCN1Cc1ccccc1. As a reaction SMILES: [C:27]([O:28][C:29]([N:30]1[CH2:31][CH2:32][N:33]([CH2:34][c:35]2[cH:36][cH:37][cH:38][cH:39][cH:40]2)[C:41](=[O:42])[CH:43]1[CH2:44][CH2:45][S:46][CH3:47])=[O:48])([CH3:49])([CH3:50])[CH3:51].[CH3:1][C:2]1([CH2:23][CH:24]([CH3:25])[CH3:26])[C:3](=[O:22])[N:4]([CH2:15][c:16]2[cH:17][cH:18][cH:19][cH:20][cH:21]2)[CH2:5][CH2:6][N:7]1[CH2:8][c:9]1[cH:10][cH:11][cH:12][cH:13][cH:14]1>>[CH3:1][C:2]1([CH2:23][CH:24]([CH3:25])[CH3:26])[C:3](=[O:22])[NH:4][CH2:5][CH2:6][N:7]1[CH2:8][c:9]1[cH:10][cH:11][cH:12][cH:13][cH:14]1. Starting materials: CC(C)C(NS(=O)(=O)c1ccc(-c2ccc(NC(=O)c3nc4cc(Cl)ccc4s3)cc2)cc1)C(=O)OC(C)(C)C, ClCCl, O=C(O)C(F)(F)F. Product: CC(C)C(NS(=O)(=O)c1ccc(-c2ccc(NC(=O)c3nc4cc(Cl)ccc4s3)cc2)cc1)C(=O)O. RXN SMILES: [C:1]([CH3:2])([CH3:3])([CH3:4])[O:5][C:6]([CH:7]([CH:8]([CH3:9])[CH3:10])[NH:11][S:12](=[O:13])(=[O:14])[c:15]1[cH:16][cH:17][c:18](-[c:21]2[cH:22][cH:23][c:24]([NH:27][C:28](=[O:29])[c:30]3[s:31][c:32]4[c:33]([n:34]3)[cH:35][c:36]([Cl:39])[cH:37][cH:38]4)[cH:25][cH:26]2)[cH:19][cH:20]1)=[O:40].[Cl:48][CH2:49][Cl:50].[F:41][C:42]([F:43])([F:44])[C:45]([OH:46])=[O:47]>>[O:5]=[C:6]([CH:7]([CH:8]([CH3:9])[CH3:10])[NH:11][S:12](=[O:13])(=[O:14])[c:15]1[cH:16][cH:17][c:18](-[c:21]2[cH:22][cH:23][c:24]([NH:27][C:28](=[O:29])[c:30]3[s:31][c:32]4[c:33]([n:34]3)[cH:35][c:36]([Cl:39])[cH:37][cH:38]4)[cH:25][cH:26]2)[cH:19][cH:20]1)[OH:40]. Starting materials: CC(=O)Nc1nc2ccc(-c3ccnc(Cl)n3)cc2s1, c1ccncc1, OCCCc1cccnc1. Yields the product CC(=O)Nc1nc2ccc(-c3ccnc(OCCCc4cccnc4)n3)cc2s1. RXN SMILES: [Cl:1][c:2]1[n:3][cH:4][cH:5][c:6](-[c:8]2[cH:9][c:10]3[c:11]([n:12][c:13]([NH:15][C:16]([CH3:17])=[O:18])[s:14]3)[cH:19][cH:20]2)[n:7]1.[cH:31]1[cH:32][cH:33][n:34][cH:35][cH:36]1.[n:21]1[cH:22][c:23]([CH2:27][CH2:28][CH2:29][OH:30])[cH:24][cH:25][cH:26]1>>[c:2]1([O:30][CH2:29][CH2:28][CH2:27][c:23]2[cH:22][n:21][cH:26][cH:25][cH:24]2)[n:3][cH:4][cH:5][c:6](-[c:8]2[cH:9][c:10]3[c:11]([n:12][c:13]([NH:15][C:16]([CH3:17])=[O:18])[s:14]3)[cH:19][cH:20]2)[n:7]1.